Dataset: the Open Reaction Database (ORD), a public repository of structured organic reaction records. Task: describe an organic reaction: reactants, conditions, products, and yield Reactants: Pd[PPh3]4, COC=1C=C(C=CC1OS(=O)(=O)C(F)(F)F)CC(=O)OCC (Ethyl 2-(3-methoxy-4-(trifluoromethylsulfonyloxy)phenyl)acetate), C([O-])([O-])=O.[K+].[K+] (potassium carbonate), COCC=1C=C(C=CC1)B(O)O (3-(methoxymethyl)phenylboronic acid). Solvent: COCCOC (DME), O (water). Conditions: temperature 80 celsius. The product is COC1=C(C=CC(=C1)CC(=O)OCC)C1=CC=CC(=C1)COC (ethyl 2-(2-methoxy-5′-(methoxymethyl)biphenyl-4-yl)acetate). Isolated yield 75.7%. As a reaction SMILES: [CH3:1][O:2][C:3]1[CH:4]=[C:5]([CH2:17][C:18]([O:20][CH2:21][CH3:22])=[O:19])[CH:6]=[CH:7][C:8]=1OS(C(F)(F)F)(=O)=O.C(=O)([O-])[O-].[K+].[K+].[CH3:29][O:30][CH2:31][C:32]1[CH:33]=[C:34](B(O)O)[CH:35]=[CH:36][CH:37]=1>COCCOC.O>[CH3:1][O:2][C:3]1[CH:4]=[C:5]([CH2:17][C:18]([O:20][CH2:21][CH3:22])=[O:19])[CH:6]=[CH:7][C:8]=1[C:34]1[CH:33]=[C:32]([CH2:31][O:30][CH3:29])[CH:37]=[CH:36][CH:35]=1 |f:1.2.3|. Procedure: To a solution of Ethyl 2-(3-methoxy-4-(trifluoromethylsulfonyloxy)phenyl)acetate (example 27d) (2 g, 5.8 mmol) in DME (36 mL) and water (9 mL) was added potassium carbonate (1.61 g, 11.6 mmol) and 3-(methoxymethyl)phenylboronic acid (962 mg, 5.8 mmol) and the mixture was degassed using argon stream for 30 minutes. Pd[PPh3]4 (330 mg, 0.29 mmol) was added and the mixture was heated at 80° C. under argon overnight. The solvents were removed under reduced pressure and the residue extracted with EtOA... Starting materials: ClC=1C=[N+](C=C(C1C[C@H](OC(CN1C(C2=CC=CC=C2C1=O)=O)=O)C1=CC(=C(C=C1)OC(F)F)O)Cl)[O-] ((S)-3,5-dichloro-4-(2-(4-(difluoromethoxy)-3-hydroxyphenyl)-2-(2-(1,3-dioxoisoindolin-2-yl)acetoxy)ethyl)pyridine 1-oxide), C([O-])([O-])=O.[K+].[K+] (potassium carbonate), O (Water), CC1=CC=C(C=C1)S(=O)(=O)OC1COCC1 (Tetrahydrofuran-3-yl 4-methylbenzenesulfonate). The solvent is CN(C)C=O (DMF). Conditions: time 30 minute. Product: ClC=1C=[N+](C=C(C1C[C@H](OC(CN1C(C2=CC=CC=C2C1=O)=O)=O)C1=CC(=C(C=C1)OC(F)F)OC1COCC1)Cl)[O-] (3,5-dichloro-4-((2S)-2-(4-(difluoromethoxy)-3-(tetrahydrofuran-3-yloxy)phenyl)-2-(2-(1,3-dioxoisoindolin-2-yl)acetoxy)-ethyl)pyridine 1-oxide). Isolated yield 9.7%. As a reaction SMILES: [Cl:1][C:2]1[CH:3]=[N+:4]([O-:37])[CH:5]=[C:6]([Cl:36])[C:7]=1[CH2:8][C@@H:9]([C:25]1[CH:30]=[CH:29][C:28]([O:31][CH:32]([F:34])[F:33])=[C:27]([OH:35])[CH:26]=1)[O:10][C:11](=[O:24])[CH2:12][N:13]1[C:21](=[O:22])[C:20]2[C:15](=[CH:16][CH:17]=[CH:18][CH:19]=2)[C:14]1=[O:23].C(=O)([O-])[O-].[K+].[K+].CC1C=CC(S(O[CH:55]2[CH2:59][CH2:58][O:57][CH2:56]2)(=O)=O)=CC=1.O>CN(C=O)C>[Cl:1][C:2]1[CH:3]=[N+:4]([O-:37])[CH:5]=[C:6]([Cl:36])[C:7]=1[CH2:8][C@@H:9]([C:25]1[CH:30]=[CH:29][C:28]([O:31][CH:32]([F:34])[F:33])=[C:27]([O:35][CH:55]2[CH2:59][CH2:58][O:57][CH2:56]2)[CH:26]=1)[O:10][C:11](=[O:24])[CH2:12][N:13]1[C:21](=[O:22])[C:20]2[C:15](=[CH:16][CH:17]=[CH:18][CH:19]=2)[C:14]1=[O:23] |f:1.2.3|. Reported procedure: To a solution of (S)-3,5-dichloro-4-(2-(4-(difluoromethoxy)-3-hydroxyphenyl)-2-(2-(1,3-dioxoisoindolin-2-yl)acetoxy)ethyl)pyridine 1-oxide (155 mg, 0.280 mmol) in DMF (3.8 ml), potassium carbonate (46.5 mg, 0.336 mmol) was added, and the mixture stirred at RT for 30 minutes. Tetrahydrofuran-3-yl 4-methylbenzenesulfonate (224 mg, 0.924 mmol) was added, and the mixture stirred at RT overnight. Water was added, and the aqueous phase extracted with AcOEt (2×). The organic phase was washed with brine...